Dataset: the Open Reaction Database (ORD), a public repository of structured organic reaction records. Task: describe an organic reaction: reactants, conditions, products, and yield Starting materials: O=C([O-])[O-], CC(=O)OC1CCN(C(C)=O)C1c1cc2[nH]c(-c3ccccn3)nc2cc1Oc1ccc(S(C)(=O)=O)cc1, CO, [K+], [K+]. The product is CC(=O)N1CCC(O)C1c1cc2[nH]c(-c3ccccn3)nc2cc1Oc1ccc(S(C)(=O)=O)cc1. RXN SMILES: [C:1](=[O:2])([O-:3])[O-:4].[C:7](=[O:8])([CH3:9])[O:10][CH:11]1[CH:12]([c:19]2[c:20]([O:34][c:35]3[cH:36][cH:37][c:38]([S:41](=[O:42])(=[O:43])[CH3:44])[cH:39][cH:40]3)[cH:21][c:22]3[c:23]([nH:24][c:25](-[c:27]4[n:28][cH:29][cH:30][cH:31][cH:32]4)[n:26]3)[cH:33]2)[N:13]([C:16]([CH3:17])=[O:18])[CH2:14][CH2:15]1.[CH3:45][OH:46].[K+:5].[K+:6]>>[OH:10][CH:11]1[CH:12]([c:19]2[c:20]([O:34][c:35]3[cH:36][cH:37][c:38]([S:41](=[O:42])(=[O:43])[CH3:44])[cH:39][cH:40]3)[cH:21][c:22]3[c:23]([nH:24][c:25](-[c:27]4[n:28][cH:29][cH:30][cH:31][cH:32]4)[n:26]3)[cH:33]2)[N:13]([C:16]([CH3:17])=[O:18])[CH2:14][CH2:15]1. Starting materials: CC1(OB(OC1(C)C)C=1C=C2C(=NC1)NC=C2)C (5-(4,4,5,5,-tetramethyl-[1,3,2]dioxaborolan-2-yl)-1H-pyrrolo[2,3-b]pyridine), BrC1=CC=C(C=C1)OCCOC (1-Bromo-4-(2-methoxy-ethoxy)-benzene), C([O-])([O-])=O.[K+].[K+] (potassium carbonate). Reagents/catalysts: C=1C=CC(=CC1)[P](C=2C=CC=CC2)(C=3C=CC=CC3)[Pd]([P](C=4C=CC=CC4)(C=5C=CC=CC5)C=6C=CC=CC6)([P](C=7C=CC=CC7)(C=8C=CC=CC8)C=9C=CC=CC9)[P](C=1C=CC=CC1)(C=1C=CC=CC1)C=1C=CC=CC1 (tetrakis(triphenylphosphine)palladium). Run in O1CCCC1 (tetrahydrofuran), C(C)(=O)OCC (ethyl acetate), C([O-])([O-])=O.[Na+].[Na+] (sodium carbonate). Product: COCCOC1=CC=C(C=C1)C=1C=C2C(=NC1)NC=C2 (5-[4-(2-Methoxy-ethoxy)-phenyl]1H-pyrrolo[2,3-b]pyridine). Isolated yield 67.8%. Reaction SMILES: CC1(C)C(C)(C)OB([C:9]2[CH:10]=[C:11]3[CH:17]=[CH:16][NH:15][C:12]3=[N:13][CH:14]=2)O1.Br[C:20]1[CH:25]=[CH:24][C:23]([O:26][CH2:27][CH2:28][O:29][CH3:30])=[CH:22][CH:21]=1.C(=O)([O-])[O-].[K+].[K+]>O1CCCC1.C(OCC)(=O)C.C(=O)([O-])[O-].[Na+].[Na+].C1C=CC([P]([Pd]([P](C2C=CC=CC=2)(C2C=CC=CC=2)C2C=CC=CC=2)([P](C2C=CC=CC=2)(C2C=CC=CC=2)C2C=CC=CC=2)[P](C2C=CC=CC=2)(C2C=CC=CC=2)C2C=CC=CC=2)(C2C=CC=CC=2)C2C=CC=CC=2)=CC=1>[CH3:30][O:29][CH2:28][CH2:27][O:26][C:23]1[CH:24]=[CH:25][C:20]([C:9]2[CH:10]=[C:11]3[CH:17]=[CH:16][NH:15][C:12]3=[N:13][CH:14]=2)=[CH:21][CH:22]=1 |f:2.3.4,7.8.9,^1:57,59,78,97|. Procedure: To a solution of 5-(4,4,5,5,-tetramethyl-[1,3,2]dioxaborolan-2-yl)-1H-pyrrolo[2,3-b]pyridine (43, 1.1 g, 4.3 mmol) in tetrahydrofuran (40 mL) was added 1-bromo-4-(2-methoxy-ethoxy)-benzene (42, 1.50 g, 6.49 mmol) and tetrakis(triphenylphosphine)palladium (0) (0.25 g, 0.21 mmol). The reaction mixture was stirred with potassium carbonate solution (10 mL, 1.04M) and warmed to reflux overnight. The biphasic reaction mixture was diluted with ethyl acetate (50 mL) and saturated sodium carbonate soluti...